From a dataset of the Open Reaction Database (ORD), a public repository of structured organic reaction records. describe an organic reaction: reactants, conditions, products, and yield Starting materials: C1CCNC1, CO, CC(C)=O, CCOCC, CC(=O)O, CCO, C1=CCC(C2C3CC4CC(C3)CC2C4)=C1, C1CCOC1, O. Product: CC(C)=C1C=CC(C2C3CC4CC(C3)CC2C4)=C1. RXN SMILES: [CH2:22]1[CH2:23][NH:24][CH2:25][CH2:26]1.[CH3:16][OH:17].[CH3:18][C:19]([CH3:20])=[O:21].[CH3:27][CH2:28][O:29][CH2:30][CH3:31].[CH3:33][C:34](=[O:35])[OH:36].[CH3:42][CH2:43][OH:44].[CH:1]12[CH:2]([C:11]3=[CH:12][CH:13]=[CH:14][CH2:15]3)[CH:3]3[CH2:4][CH:5]([CH2:6][CH:7]([CH2:8]1)[CH2:9]3)[CH2:10]2.[O:37]1[CH2:38][CH2:39][CH2:40][CH2:41]1.[OH2:32]>>[CH:1]12[CH:2]([C:11]3=[CH:12][C:13](=[C:19]([CH3:18])[CH3:20])[CH:14]=[CH:15]3)[CH:3]3[CH2:4][CH:5]([CH2:6][CH:7]([CH2:8]1)[CH2:9]3)[CH2:10]2. Reactants: Cn1c(-c2ccc(Cl)cc2)c(CCC(=O)O)c2cc(Cl)ccc21, C1CCOC1, OC1(Cc2ccccc2)CCNCC1. Yields the product Cn1c(-c2ccc(Cl)cc2)c(CCC(=O)N2CCC(O)(Cc3ccccc3)CC2)c2cc(Cl)ccc21. As a reaction SMILES: [Cl:1][c:2]1[cH:3][c:4]2[c:5]([CH2:19][CH2:20][C:21](=[O:22])[OH:23])[c:6](-[c:12]3[cH:13][cH:14][c:15]([Cl:18])[cH:16][cH:17]3)[n:7]([CH3:11])[c:8]2[cH:9][cH:10]1.[O:38]1[CH2:39][CH2:40][CH2:41][CH2:42]1.[c:24]1([CH2:30][C:31]2([OH:37])[CH2:32][CH2:33][NH:34][CH2:35][CH2:36]2)[cH:25][cH:26][cH:27][cH:28][cH:29]1>>[Cl:1][c:2]1[cH:3][c:4]2[c:5]([CH2:19][CH2:20][C:21](=[O:23])[N:34]3[CH2:33][CH2:32][C:31]([CH2:30][c:24]4[cH:25][cH:26][cH:27][cH:28][cH:29]4)([OH:37])[CH2:36][CH2:35]3)[c:6](-[c:12]3[cH:13][cH:14][c:15]([Cl:18])[cH:16][cH:17]3)[n:7]([CH3:11])[c:8]2[cH:9][cH:10]1. Reactants: ClC1=C(C=C(C=C1)C1=NNC=C1C1=NC(=NC=C1)NC=1C=C(C=CC1)S(=O)(=O)N)OC (3-{4-[3-(4-Chloro-3-methoxy-phenyl)-1H-pyrazol-4-yl]-pyrimidin-2-ylamino}-benzenesulfonamide), B(Br)(Br)Br (BBr3). The solvent is C(Cl)Cl (CH2Cl2). Reaction conditions: temperature -0 celsius. Product: ClC1=C(C=C(C=C1)C1=NNC=C1C1=NC(=NC=C1)NC=1C=C(C=CC1)S(=O)(=O)N)O (3-{4-[3(4-Chloro-3-hydroxy-phenyl)-1H-pyrazol-4-yl]-pyrimidin-2-ylamino}-benzenesulfonamide). As a reaction SMILES: [Cl:1][C:2]1[CH:7]=[CH:6][C:5]([C:8]2[C:12]([C:13]3[CH:18]=[CH:17][N:16]=[C:15]([NH:19][C:20]4[CH:21]=[C:22]([S:26]([NH2:29])(=[O:28])=[O:27])[CH:23]=[CH:24][CH:25]=4)[N:14]=3)=[CH:11][NH:10][N:9]=2)=[CH:4][C:3]=1[O:30]C.B(Br)(Br)Br>C(Cl)Cl>[Cl:1][C:2]1[CH:7]=[CH:6][C:5]([C:8]2[C:12]([C:13]3[CH:18]=[CH:17][N:16]=[C:15]([NH:19][C:20]4[CH:21]=[C:22]([S:26]([NH2:29])(=[O:27])=[O:28])[CH:23]=[CH:24][CH:25]=4)[N:14]=3)=[CH:11][NH:10][N:9]=2)=[CH:4][C:3]=1[OH:30]. Procedure details: 3-{4-[3-(4-Chloro-3-methoxy-phenyl)-1H-pyrazol-4-yl]-pyrimidin-2-ylamino}-benzenesulfonamide (Example 40) (94 mg, 0.2057 mmoles) is suspended in CH2Cl2 (20 mL) and cooled to −0° C. BBr3 (0.5 mL, 1M in CH2Cl2) is added dropwise at −0° C. After 10 min the suspension is warmed to rt and kept at that temperature overnight. The reaction is quenched with 1 mL of water and the reaction mixture is concentrated. The residue is chromatographed on SiO2 (3% methanol/CH2Cl2) affording the title compound: ES-... The reactants are Cc1cccc(CC2(C(=O)OCc3ccccc3)CCN(C(=O)OC(C)(C)C)CC2)c1, CC(=O)O, CO. Product: Cc1cccc(CC2(C(=O)O)CCN(C(=O)OC(C)(C)C)CC2)c1. Reaction SMILES: [C:1]([CH3:2])([CH3:3])([CH3:4])[O:5][C:6](=[O:7])[N:8]1[CH2:9][CH2:10][C:11]([C:12](=[O:13])[O:14][CH2:15][c:16]2[cH:17][cH:18][cH:19][cH:20][cH:21]2)([CH2:24][c:25]2[cH:26][c:27]([CH3:31])[cH:28][cH:29][cH:30]2)[CH2:22][CH2:23]1.[CH3:32][C:33](=[O:34])[OH:35].[CH3:36][OH:37]>>[C:1]([CH3:2])([CH3:3])([CH3:4])[O:5][C:6](=[O:7])[N:8]1[CH2:9][CH2:10][C:11]([C:12](=[O:13])[OH:14])([CH2:24][c:25]2[cH:26][c:27]([CH3:31])[cH:28][cH:29][cH:30]2)[CH2:22][CH2:23]1. Starting materials: CC(=O)NCCC(=O)O, CN1CCOCC1, C(=NC1CCCCC1)=NC1CCCCC1, ClCCl, COC(=O)CC(CSCCN)C(=O)c1cccnc1, On1nnc2ccccc21. Yields the product COC(=O)CC(CSCCNC(=O)CCNC(C)=O)C(=O)c1cccnc1. RXN SMILES: [C:20]([CH3:21])(=[O:22])[NH:23][CH2:24][CH2:25][C:26](=[O:27])[OH:28].[CH3:54][N:55]1[CH2:56][CH2:57][O:58][CH2:59][CH2:60]1.[CH:29]1([N:30]=[C:31]=[N:32][CH:33]2[CH2:34][CH2:35][CH2:36][CH2:37][CH2:38]2)[CH2:39][CH2:40][CH2:41][CH2:42][CH2:43]1.[Cl:61][CH2:62][Cl:63].[NH2:1][CH2:2][CH2:3][S:4][CH2:5][CH:6]([CH2:7][C:8](=[O:9])[O:10][CH3:11])[C:12]([c:13]1[cH:14][n:15][cH:16][cH:17][cH:18]1)=[O:19].[OH:44][n:45]1[c:46]2[cH:47][cH:48][cH:49][cH:50][c:51]2[n:52][n:53]1>>[NH:1]([CH2:2][CH2:3][S:4][CH2:5][CH:6]([CH2:7][C:8](=[O:9])[O:10][CH3:11])[C:12]([c:13]1[cH:14][n:15][cH:16][cH:17][cH:18]1)=[O:19])[C:26]([CH2:25][CH2:24][NH:23][C:20]([CH3:21])=[O:22])=[O:27].